This data is from the Open Reaction Database (ORD), a public repository of structured organic reaction records. The task is: describe an organic reaction: reactants, conditions, products, and yield Reactants: CNC, CO, ClCCNc1cc[nH]n1. The product is CN(C)CCNc1cc[nH]n1. Reaction SMILES: [CH3:10][NH:11][CH3:12].[CH3:13][OH:14].[Cl:1][CH2:2][CH2:3][NH:4][c:5]1[n:6][nH:7][cH:8][cH:9]1>>[CH2:2]([CH2:3][NH:4][c:5]1[n:6][nH:7][cH:8][cH:9]1)[N:11]([CH3:10])[CH3:12].